This data is from the Open Reaction Database (ORD), a public repository of structured organic reaction records. The task is: describe an organic reaction: reactants, conditions, products, and yield Reactants: C(C)(=O)SC[C@H](C(=O)O)C ((2S)-3-acetylthio-2-methylpropionic acid), S(=O)(Cl)Cl (thionyl chloride), S(=O)(Cl)Cl (thionyl chloride), CN1C(N[C@@H](C1)C(=O)OC(C)(C)C)=O (tert.-butyl (4S)-1-methyl-2-oxo-imidazolidine-4-carboxylate), C(C)(=O)SC[C@@H](C(=O)Cl)C ((2S)-3-acetylthio-2-methylpropionyl chloride), [H-].[Na+] (sodium hydride). Solvent: O1CCCC1 (tetrahydrofuran), O1CCCC1 (tetrahydro-furan). Product: CN1C(N([C@@H](C1)C(=O)OC(C)(C)C)C([C@@H](CSC(C)=O)C)=O)=O (tert.-butyl (4S)-1-methyl-3-[(2S)-3-acetylthio-2-methylpropionyl]-2-oxoimidazolidine-4-carboxylate). Isolated yield 44.7%. RXN SMILES: [CH3:1][N:2]1[CH2:6][C@@H:5]([C:7]([O:9][C:10]([CH3:13])([CH3:12])[CH3:11])=[O:8])[NH:4][C:3]1=[O:14].[H-].[Na+].[C:17]([S:20][CH2:21][C@H:22]([CH3:26])[C:23](Cl)=[O:24])(=[O:19])[CH3:18].C(SC[C@@H](C)C(O)=O)(=O)C.S(Cl)(Cl)=O>O1CCCC1>[CH3:1][N:2]1[CH2:6][C@@H:5]([C:7]([O:9][C:10]([CH3:11])([CH3:13])[CH3:12])=[O:8])[N:4]([C:23](=[O:24])[C@H:22]([CH3:26])[CH2:21][S:20][C:17](=[O:19])[CH3:18])[C:3]1=[O:14] |f:1.2|. Procedure: 1.3 g of tert.-butyl (4S)-1-methyl-2-oxo-imidazolidine-4-carboxylate are dissolved in 15 ml of tetrahydro-furan, and 0.35 g of sodium hydride (62% oil dispersion) is added thereto under ice-cooling and stirring. A solution of (2S)-3-acetylthio-2-methylpropionyl chloride (prepared by heating a mixture of 1.5 g of (2S)-3-acetylthio-2-methylpropionic acid and 6 ml of thionyl chloride at 50° C. for 3 hours and then evaporting excess thionyl chloride under reduced pressure) in 5 ml of tetrahydrofuran... Reactants: Cl.COC(C1=C(C=CC=C1O)OCCCCN)=O (Methyl-2-(4-aminobutoxy)-6-hydroxybenzoate hydrochloride), C(C)(C)(C)OC(=O)N[C@H](C(=O)O)CC1=CC=C(C=C1)C1=CC(N(S1(=O)=O)C(C)(C)C)=O ((2S)-2-[(tert-butoxycarbonyl)amino]-3-[4-(2-tert-butyl-1,1-dioxido-3-oxo-2,3-dihydroisothiazol-5-yl)phenyl]propanoic acid), C(CCl)Cl (EDC), C=1C=CC2=C(C1)N=NN2O (HOBt), CCN(C(C)C)C(C)C (DIEA). The solvent is C(Cl)Cl (DCM). Reaction conditions: temperature 40 celsius, time 4 hour. Yields the product COC(C1=C(C=CC=C1O)OCCCCNC([C@H](CC1=CC=C(C=C1)C1=CC(NS1(=O)=O)=O)NC(C)=O)=O)=O (Methyl-2-[4-({(2S)-2-(acetylamino)-3-[4-(1,1-dioxido-3-oxo-2,3-dihydroisothiazol-5-yl)phenyl]propanoyl}amino)butoxy]-6-hydroxybenzoate). Yield: 53.6%. As a reaction SMILES: Cl.[CH3:2][O:3][C:4](=[O:18])[C:5]1[C:10]([OH:11])=[CH:9][CH:8]=[CH:7][C:6]=1[O:12][CH2:13][CH2:14][CH2:15][CH2:16][NH2:17].C([O:23][C:24]([NH:26][C@@H:27]([CH2:31][C:32]1[CH:37]=[CH:36][C:35]([C:38]2[S:42](=[O:44])(=[O:43])[N:41](C(C)(C)C)[C:40](=[O:49])[CH:39]=2)=[CH:34][CH:33]=1)[C:28](O)=[O:29])=O)(C)(C)C.[CH2:50](Cl)CCl.C1C=CC2N(O)N=NC=2C=1.CCN(C(C)C)C(C)C>C(Cl)Cl>[CH3:2][O:3][C:4](=[O:18])[C:5]1[C:10]([OH:11])=[CH:9][CH:8]=[CH:7][C:6]=1[O:12][CH2:13][CH2:14][CH2:15][CH2:16][NH:17][C:28](=[O:29])[C@@H:27]([NH:26][C:24](=[O:23])[CH3:50])[CH2:31][C:32]1[CH:37]=[CH:36][C:35]([C:38]2[S:42](=[O:44])(=[O:43])[NH:41][C:40](=[O:49])[CH:39]=2)=[CH:34][CH:33]=1 |f:0.1|. Procedure: 21-A (Bioorg. & Medchem. Lett. (2003), 13, 3129–3132) (8 mg, 0.029 mmol) was added to a DCM (0.1 M) solution of (2S)-2-[(tert-butoxycarbonyl)amino]-3-[4-(2-tert-butyl-1,1-dioxido-3-oxo-2,3-dihydroisothiazol-5-yl)phenyl]propanoic acid (12 mg, 0.027 mmol), EDC (5 mg, 0.027 mmol), HOBt (3.6 mg, 0.027 mmol) and DIEA (10 μL, 0.029 mmol). The reaction was stirred at 40° C. for 4 h and then concentrated. The crude was purified by reverse phase HPLC to afford 21-B (8.1 mg, 44%). The reactants are C(C1=CC=CC=C1)C1=NC=C(C(N1)=O)Br (2-benzyl-5-bromopyrimidin-4(3H)-one), C(C1=CC=CC=C1)OC1=C(C=C(C=C1)B(O)O)F (4-(benzyloxy)-3-fluorophenylboronic acid), [Cl-].[Li+] (lithium chloride). Reagents/catalysts: C=1C=CC(=CC1)[P](C=2C=CC=CC2)(C=3C=CC=CC3)[Pd]([P](C=4C=CC=CC4)(C=5C=CC=CC5)C=6C=CC=CC6)([P](C=7C=CC=CC7)(C=8C=CC=CC8)C=9C=CC=CC9)[P](C=1C=CC=CC1)(C=1C=CC=CC1)C=1C=CC=CC1 (Pd(PPh3)4). Solvent: O1CCOCC1 (dioxane), C(=O)([O-])[O-].[Na+].[Na+] (Na2CO3). Product: C(C1=CC=CC=C1)C1=NC=C(C(N1)=O)C1=CC(=C(C=C1)OCC1=CC=CC=C1)F (2-benzyl-5-(4-(benzyloxy)-3-fluorophenyl)pyrimidin-4(3H)-one). The yield is 65.0%. As a reaction SMILES: [CH2:1]([C:8]1[NH:13][C:12](=[O:14])[C:11](Br)=[CH:10][N:9]=1)[C:2]1[CH:7]=[CH:6][CH:5]=[CH:4][CH:3]=1.[CH2:16]([O:23][C:24]1[CH:29]=[CH:28][C:27](B(O)O)=[CH:26][C:25]=1[F:33])[C:17]1[CH:22]=[CH:21][CH:20]=[CH:19][CH:18]=1.[Cl-].[Li+]>O1CCOCC1.C([O-])([O-])=O.[Na+].[Na+].C1C=CC([P]([Pd]([P](C2C=CC=CC=2)(C2C=CC=CC=2)C2C=CC=CC=2)([P](C2C=CC=CC=2)(C2C=CC=CC=2)C2C=CC=CC=2)[P](C2C=CC=CC=2)(C2C=CC=CC=2)C2C=CC=CC=2)(C2C=CC=CC=2)C2C=CC=CC=2)=CC=1>[CH2:1]([C:8]1[NH:13][C:12](=[O:14])[C:11]([C:27]2[CH:28]=[CH:29][C:24]([O:23][CH2:16][C:17]3[CH:18]=[CH:19][CH:20]=[CH:21][CH:22]=3)=[C:25]([F:33])[CH:26]=2)=[CH:10][N:9]=1)[C:2]1[CH:7]=[CH:6][CH:5]=[CH:4][CH:3]=1 |f:2.3,5.6.7,^1:51,53,72,91|. Reported procedure: A solution of 2-benzyl-5-bromopyrimidin-4(3H)-one (0.300 g, 1.13 mmol), 4-(benzyloxy)-3-fluorophenylboronic acid (0.334 g, 1.36 mmol), Pd(PPh3)4 (0.065 g, 0.057 mmol) and lithium chloride (0.240 g, 5.66 mmol) in dioxane (3 mL) and 2 M aq Na2CO3 (0.3 mL) was stirred at 100° C. for 18 hours. The reaction mixture was partitioned between EtOAc and H2O. The phases were separated, and the aqueous phase was re-extracted with EtOAc (3×). The combined organic layers were dried (Na2SO4), filtered and conc...